From a dataset of the Open Reaction Database (ORD), a public repository of structured organic reaction records. describe an organic reaction: reactants, conditions, products, and yield Starting materials: C(C(=O)Cl)(=O)Cl (oxalyl chloride), C(C)OC1=CC=C(C(=O)O)C=C1 (4-ethoxybenzoic acid), [Cl-].[Al+3].[Cl-].[Cl-] (aluminum chloride), BrC1=C(C=C(C=C1)Cl)OC (2-bromo-5-chloroanisole). Reagents/catalysts: CN(C=O)C (N,N-dimethylformamide). Run in O (water), C(Cl)(Cl)Cl (chloroform), C(Cl)(Cl)Cl (chloroform). Run at time 5 hour. Product: BrC=1C=CC(=C(C1OC)C(=O)C1=CC=C(C=C1)OCC)Cl ((5-bromo-2-chloro-6-methoxyphenyl)(4-ethoxyphenyl)methanone). Isolated yield 31.1%. As a reaction SMILES: C(Cl)(=O)C(Cl)=O.[CH2:7]([O:9][C:10]1[CH:18]=[CH:17][C:13]([C:14]([OH:16])=O)=[CH:12][CH:11]=1)[CH3:8].[Br:19][C:20]1[CH:25]=[CH:24][C:23]([Cl:26])=[CH:22][C:21]=1[O:27][CH3:28].[Cl-].[Al+3].[Cl-].[Cl-]>CN(C)C=O.C(Cl)(Cl)Cl.O>[Br:19][C:20]1[CH:25]=[CH:24][C:23]([Cl:26])=[C:22]([C:14]([C:13]2[CH:12]=[CH:11][C:10]([O:9][CH2:7][CH3:8])=[CH:18][CH:17]=2)=[O:16])[C:21]=1[O:27][CH3:28] |f:3.4.5.6|. Procedure details: A suspension of 2-bromo-5-chlorophenol (2.85 g, 13.7 mmol; synthesized in reference to International Patent Publication WO0109122), potassium carbonate (1.89 g, 13.7 mmol), n-Bu4NI (50 mg, 0.137 mmol), methyl iodide (1.28 mL, 20.6 mmol) and N,N-dimethylformamide (8.0 mL) was stirred for two hours. An iced water was added and the obtained mixture was extracted with ethyl acetate twice. The combined organic phase was washed with brine and dried with anhydrous magnesium sulfate. After the desiccant...